Dataset: the Open Reaction Database (ORD), a public repository of structured organic reaction records. Task: describe an organic reaction: reactants, conditions, products, and yield As a reaction SMILES: [Br:1][c:2]1[cH:3][cH:4][c:5](-[n:8]2[n:9][c:10]3[cH:11][c:12]([N:24]([S:25](=[O:26])(=[O:27])[CH3:28])[CH2:29][CH2:30][CH2:31][OH:32])[c:13]([CH:21]4[CH2:22][CH2:23]4)[cH:14][c:15]3[c:16]2[C:17](=[O:18])[NH:19][CH3:20])[cH:6][cH:7]1.[C:106]([O-:107])(=[O:108])[CH3:109].[C:111]([O-:112])(=[O:113])[CH3:114].[C:87](=[O:88])([O-:89])[O-:90].[CH3:100][CH2:101][O:102][C:103]([CH3:104])=[O:105].[CH3:93][c:94]1[cH:95][cH:96][cH:97][cH:98][cH:99]1.[Cs+:91].[Cs+:92].[NH2:33][c:34]1[cH:35][cH:36][cH:37][cH:38][c:39]1[F:40].[Pd+2:110].[c:41]1([P:42]([c:43]2[cH:44][cH:45][cH:46][cH:47][cH:48]2)[c:49]2[cH:50][cH:51][c:52]3[c:53]([cH:54][cH:55][cH:56][cH:57]3)[c:58]2-[c:59]2[c:60]3[c:61]([cH:62][cH:63][cH:64][cH:65]3)[cH:66][cH:67][c:68]2[P:69]([c:70]2[cH:71][cH:72][cH:73][cH:74][cH:75]2)[c:76]2[cH:77][cH:78][cH:79][cH:80][cH:81]2)[cH:82][cH:83][cH:84][cH:85][cH:86]1>>[c:2]1([NH:33][c:34]2[cH:35][cH:36][cH:37][cH:38][c:39]2[F:40])[cH:3][cH:4][c:5](-[n:8]2[n:9][c:10]3[cH:11][c:12]([N:24]([S:25](=[O:26])(=[O:27])[CH3:28])[CH2:29][CH2:30][CH2:31][OH:32])[c:13]([CH:21]4[CH2:22][CH2:23]4)[cH:14][c:15]3[c:16]2[C:17](=[O:18])[NH:19][CH3:20])[cH:6][cH:7]1. Starting materials: CNC(=O)c1c2cc(C3CC3)c(N(CCCO)S(C)(=O)=O)cc2nn1-c1ccc(Br)cc1, CC(=O)[O-], CC(=O)[O-], O=C([O-])[O-], CCOC(C)=O, Cc1ccccc1, [Cs+], [Cs+], Nc1ccccc1F, [Pd+2], c1ccc(P(c2ccccc2)c2ccc3ccccc3c2-c2c(P(c3ccccc3)c3ccccc3)ccc3ccccc23)cc1. Product: CNC(=O)c1c2cc(C3CC3)c(N(CCCO)S(C)(=O)=O)cc2nn1-c1ccc(Nc2ccccc2F)cc1. Starting materials: [Br-], CCS(=O)(=O)N(Cc1cccnc1)c1cccc(C(=O)c2ccccc2)c1, C1CCOC1, C[Si](C)(C)[N-][Si](C)(C)C, C[P+](c1ccccc1)(c1ccccc1)c1ccccc1, [K+], [Na+], O=C([O-])O. Product: C=C(c1ccccc1)c1cccc(N(Cc2cccnc2)S(=O)(=O)CC)c1. As a reaction SMILES: [Br-:43].[C:11]([c:12]1[cH:13][cH:14][cH:15][cH:16][cH:17]1)(=[O:18])[c:19]1[cH:20][c:21]([N:25]([S:26](=[O:27])(=[O:28])[CH2:29][CH3:30])[CH2:31][c:32]2[cH:33][n:34][cH:35][cH:36][cH:37]2)[cH:22][cH:23][cH:24]1.[CH2:64]1[O:65][CH2:66][CH2:67][CH2:68]1.[CH3:2][Si:3]([N-:4][Si:5]([CH3:6])([CH3:7])[CH3:8])([CH3:9])[CH3:10].[CH3:44][P+:45]([c:46]1[cH:47][cH:48][cH:49][cH:50][cH:51]1)([c:52]1[cH:53][cH:54][cH:55][cH:56][cH:57]1)[c:58]1[cH:59][cH:60][cH:61][cH:62][cH:63]1.[K+:1].[Na+:42].[O-:38][C:39]([OH:40])=[O:41]>>[C:11]([c:12]1[cH:13][cH:14][cH:15][cH:16][cH:17]1)([c:19]1[cH:20][c:21]([N:25]([S:26](=[O:27])(=[O:28])[CH2:29][CH3:30])[CH2:31][c:32]2[cH:33][n:34][cH:35][cH:36][cH:37]2)[cH:22][cH:23][cH:24]1)=[CH2:39]. Starting materials: O=C([O-])[O-], COC(C)(C)C, CO, COC(=O)c1ccnc(Cl)c1, Cl, OB(O)c1ccc(C(F)(F)F)cc1F, [K+], [K+], Cl[Pd]Cl. Product: Cl, COC(=O)c1ccnc(-c2ccc(C(F)(F)F)cc2F)c1. As a reaction SMILES: [C:26](=[O:27])([O-:28])[O-:29].[C:35]([O:36][CH3:37])([CH3:38])([CH3:39])[CH3:40].[CH3:33][OH:34].[Cl:1][c:2]1[cH:3][c:4]([C:5](=[O:6])[O:7][CH3:8])[cH:9][cH:10][n:11]1.[ClH:32].[F:12][c:13]1[c:14]([B:23]([OH:24])[OH:25])[cH:15][cH:16][c:17]([C:19]([F:20])([F:21])[F:22])[cH:18]1.[K+:30].[K+:31].[Pd:41]([Cl:42])[Cl:43]>>[ClH:1].[c:2]1(-[c:14]2[c:13]([F:12])[cH:18][c:17]([C:19]([F:20])([F:21])[F:22])[cH:16][cH:15]2)[cH:3][c:4]([C:5](=[O:6])[O:7][CH3:8])[cH:9][cH:10][n:11]1. The reactants are C(#N)C1=CC=NO1 (5-cyanoisoxazole), NC=1SC(=CC1C(=O)OCC)Cl (2-amino-5-chloro-3-ethoxycarbonyl-thiophene), O=P(Cl)(Cl)Cl (POCl3). Yields the product ClC=1C2=C(N=C(N1)C1=CC=NO1)SC(=C2)Cl (4-chloro-2-(isoxazol-5-yl)-6-chloro-thieno-[2,3-d]-pyrimidine). As a reaction SMILES: [C:1]([C:3]1[O:7][N:6]=[CH:5][CH:4]=1)#[N:2].[NH2:8][C:9]1[S:10][C:11]([Cl:19])=[CH:12][C:13]=1[C:14](OCC)=O.O=P(Cl)(Cl)[Cl:22]>>[Cl:22][C:14]1[C:13]2[CH:12]=[C:11]([Cl:19])[S:10][C:9]=2[N:8]=[C:1]([C:3]2[O:7][N:6]=[CH:5][CH:4]=2)[N:2]=1. Procedure details: With the procedure of Example 477, the reaction of 5-cyanoisoxazole and 2-amino-5-chloro-3-ethoxycarbonyl-thiophene, and the subsequent reaction with POCl3 yields 4-chloro-2-(isoxazol-5-yl)-6-chloro-thieno-[2,3-d]-pyrimidine